From a dataset of the Open Reaction Database (ORD), a public repository of structured organic reaction records. describe an organic reaction: reactants, conditions, products, and yield As a reaction SMILES: [CH:1]1([C:5](=[O:6])[Cl:7])[CH2:2][CH2:3][CH2:4]1.[c:8]1([CH:14]2[CH:15]([O:19][Si:20]([CH2:21][CH3:22])([CH2:23][CH3:24])[CH2:25][CH3:26])[C:16](=[O:18])[NH:17]2)[cH:9][cH:10][cH:11][cH:12][cH:13]1>>[CH:1]1([C:5](=[O:6])[N:17]2[CH:14]([c:8]3[cH:9][cH:10][cH:11][cH:12][cH:13]3)[CH:15]([O:19][Si:20]([CH2:21][CH3:22])([CH2:23][CH3:24])[CH2:25][CH3:26])[C:16]2=[O:18])[CH2:2][CH2:3][CH2:4]1. Starting materials: O=C(Cl)C1CCC1, CC[Si](CC)(CC)OC1C(=O)NC1c1ccccc1. The product is CC[Si](CC)(CC)OC1C(=O)N(C(=O)C2CCC2)C1c1ccccc1. Reactants: OC1CCC(CNCc2ccccc2)CC1, CO, O=C[O-], [NH4+]. Yields the product NCC1CCC(O)CC1. Reaction SMILES: [CH2:1]([c:2]1[cH:3][cH:4][cH:5][cH:6][cH:7]1)[NH:8][CH2:9][CH:10]1[CH2:11][CH2:12][CH:13]([OH:16])[CH2:14][CH2:15]1.[CH3:21][OH:22].[CH:17]([O-:18])=[O:19].[NH4+:20]>>[NH2:8][CH2:9][CH:10]1[CH2:11][CH2:12][CH:13]([OH:16])[CH2:14][CH2:15]1. Starting materials: C#CCN, Cc1ccccc1, COCC(Cl)C=O. Yields the product C#CCNC(C=O)COC. Reaction SMILES: [CH2:8]([C:9]#[CH:10])[NH2:11].[CH3:12][c:13]1[cH:14][cH:15][cH:16][cH:17][cH:18]1.[Cl:1][CH:2]([CH:3]=[O:4])[CH2:5][O:6][CH3:7]>>[CH:2]([CH:3]=[O:4])([CH2:5][O:6][CH3:7])[NH:11][CH2:8][C:9]#[CH:10]. Starting materials: BrC1=C(C=C(C=C1)Cl)[N+](=O)[O-] (Bromo-4-chloro-2-nitrobenzene), C(=C)[B-](F)(F)F.[K+] (potassium vinyltrifluoroborate), C([O-])([O-])=O.[Cs+].[Cs+] (cesium carbonate). The reagents and catalysts are C1=CC=C(C=C1)P([C-]2C=CC=C2)C3=CC=CC=C3.C1=CC=C(C=C1)P([C-]2C=CC=C2)C3=CC=CC=C3.Cl[Pd]Cl.[Fe+2] ([1,1′-bis(diphenylphosphino)ferrocene]dichloropalladium(II)). Solvent: C1CCOC1 (THF). The product is ClC1=CC(=C(C=C1)C=C)[N+](=O)[O-] (4-Chloro-1-ethenyl-2-nitrobenzene). Reaction SMILES: Br[C:2]1[CH:7]=[CH:6][C:5]([Cl:8])=[CH:4][C:3]=1[N+:9]([O-:11])=[O:10].[CH:12]([B-](F)(F)F)=[CH2:13].[K+].C(=O)([O-])[O-].[Cs+].[Cs+]>C1C=CC(P(C2C=CC=CC=2)[C-]2C=CC=C2)=CC=1.C1C=CC(P(C2C=CC=CC=2)[C-]2C=CC=C2)=CC=1.Cl[Pd]Cl.[Fe+2].C1COCC1>[Cl:8][C:5]1[CH:6]=[CH:7][C:2]([CH:12]=[CH2:13])=[C:3]([N+:9]([O-:11])=[O:10])[CH:4]=1 |f:1.2,3.4.5,6.7.8.9|. Reported procedure: Bromo-4-chloro-2-nitrobenzene (3 g, 12.69 mmol), potassium vinyltrifluoroborate (2.039 g, 15.23 mmol), [1,1′-bis(diphenylphosphino)ferrocene]dichloropalladium(II) (1.857 g, 2.54 mmol), cesium carbonate (8.27 g, 25.4 mmol) and THF (50 mL) were heated in an 80° C. oil bath overnight. Volatiles were removed under reduced pressure. The pot residue was worked up with brine, extracted with ethyl acetate, dried over Na2SO4, filtered and evaporated to afford a dark mixture. The resulting crude mixture w... Reactants: COC(=O)CBr, CN(C)C=O, [Cl-], Cn1c(C(F)(F)F)cc(=O)n(-c2cc(Oc3ncncc3O)c(Cl)cc2F)c1=O, [H-], [NH4+], [Na+]. Yields the product COC(=O)COc1cncnc1Oc1cc(-n2c(=O)cc(C(F)(F)F)n(C)c2=O)c(F)cc1Cl. RXN SMILES: [Br:32][CH2:33][C:34](=[O:35])[O:36][CH3:37].[CH3:40][N:41]([CH3:42])[CH:43]=[O:44].[Cl-:38].[Cl:3][c:4]1[c:5]([O:6][c:7]2[n:8][cH:9][n:10][cH:11][c:12]2[OH:13])[cH:14][c:15](-[n:19]2[c:20](=[O:31])[n:21]([CH3:30])[c:22]([C:26]([F:27])([F:28])[F:29])[cH:23][c:24]2=[O:25])[c:16]([F:18])[cH:17]1.[H-:1].[NH4+:39].[Na+:2]>>[Cl:3][c:4]1[c:5]([O:6][c:7]2[n:8][cH:9][n:10][cH:11][c:12]2[O:13][CH2:33][C:34](=[O:35])[O:36][CH3:37])[cH:14][c:15](-[n:19]2[c:20](=[O:31])[n:21]([CH3:30])[c:22]([C:26]([F:27])([F:28])[F:29])[cH:23][c:24]2=[O:25])[c:16]([F:18])[cH:17]1. Reactants: C=CC(=O)OCc1ccc(OC)cc1, O=C1CCCCC1C(=O)c1ccccc1, CCOC(C)=O, CCCCCC. Yields the product COc1ccc(COC(=O)CCC2(C(=O)c3ccccc3)CCCCC2=O)cc1. RXN SMILES: [C:16]([CH:17]=[CH2:18])(=[O:19])[O:20][CH2:21][c:22]1[cH:23][cH:24][c:25]([O:28][CH3:29])[cH:26][cH:27]1.[C:1]([c:2]1[cH:3][cH:4][cH:5][cH:6][cH:7]1)(=[O:8])[CH:9]1[C:10](=[O:15])[CH2:11][CH2:12][CH2:13][CH2:14]1.[C:30]([O:31][CH2:32][CH3:33])(=[O:34])[CH3:35].[CH3:36][CH2:37][CH2:38][CH2:39][CH2:40][CH3:41]>>[C:1]([c:2]1[cH:3][cH:4][cH:5][cH:6][cH:7]1)(=[O:8])[C:9]1([CH2:18][CH2:17][C:16](=[O:19])[O:20][CH2:21][c:22]2[cH:23][cH:24][c:25]([O:28][CH3:29])[cH:26][cH:27]2)[C:10](=[O:15])[CH2:11][CH2:12][CH2:13][CH2:14]1. The reactants are ClC=1C=C(C(=C(C1)C=1C=NC=2C(CCC2C1)NC(=O)C1(CC1)N)C1=NOC(=N1)C)F (1-Amino-cyclopropanecarboxylic acid{(rac)-3-[5-chloro-3-fluoro-2-(5-methyl-[1,2,4]oxadiazol-3-yl)-phenyl]-6,7-dihydro-5H-[1]pyrindin-7-yl}-amide), N1=NC=C(C=C1)C(=O)O (pyridazine-4-carboxylic acid). The product is ClC=1C=C(C(=C(C1)C=1C=NC=2C(CCC2C1)NC(=O)C1(CC1)NC(=O)C1=CN=NC=C1)C1=NOC(=N1)C)F (Pyridazine-4-carboxylic acid(1-{(rac) 3-[5-chloro-3-fluoro-2-(5-methyl-[1,2,4]oxadiazol-3-yl)-phenyl]-6,7-dihydro-5H-[1]pyrindin-7-ylcarbamoyl}-cyclopropyl)-amide). As a reaction SMILES: [Cl:1][C:2]1[CH:3]=[C:4]([F:30])[C:5]([C:24]2[N:28]=[C:27]([CH3:29])[O:26][N:25]=2)=[C:6]([C:8]2[CH:9]=[N:10][C:11]3[CH:12]([NH:17][C:18]([C:20]4([NH2:23])[CH2:22][CH2:21]4)=[O:19])[CH2:13][CH2:14][C:15]=3[CH:16]=2)[CH:7]=1.[N:31]1[CH:36]=[CH:35][C:34]([C:37](O)=[O:38])=[CH:33][N:32]=1>>[Cl:1][C:2]1[CH:3]=[C:4]([F:30])[C:5]([C:24]2[N:28]=[C:27]([CH3:29])[O:26][N:25]=2)=[C:6]([C:8]2[CH:9]=[N:10][C:11]3[CH:12]([NH:17][C:18]([C:20]4([NH:23][C:37]([C:34]5[CH:35]=[CH:36][N:31]=[N:32][CH:33]=5)=[O:38])[CH2:22][CH2:21]4)=[O:19])[CH2:13][CH2:14][C:15]=3[CH:16]=2)[CH:7]=1. Procedure: In analogy to the procedure described for the preparation of intermediate A-1 [B], 1-amino-cyclopropanecarboxylic acid{(rac)-3-[5-chloro-3-fluoro-2-(5-methyl-[1,2,4]oxadiazol-3-yl)-phenyl]-6,7-dihydro-5H-[1]pyrindin-7-yl}-amide (example 37) has been coupled with pyridazine-4-carboxylic acid to yield the title compound as light brown amorphous solid. MS: 534.1 (MH+, 1Cl). As a reaction SMILES: [CH3:1][CH:2]([C:4]([O:6][C:7]1[CH:8]=[CH:9][C:10]([CH2:29][OH:30])=[CH:11][C:12]=1[C@@H:13]([C:23]1[CH:24]=[CH:25][CH:26]=[CH:27][CH:28]=1)[CH2:14][CH2:15][N:16]([CH:20]([CH3:22])[CH3:21])[CH:17]([CH3:19])[CH3:18])=[O:5])[CH3:3].[C:31]([OH:38])(=[O:37])/[CH:32]=[CH:33]/[C:34]([OH:36])=[O:35].C1CCCCC1>C(C(C)=O)C>[CH3:3][CH:2]([C:4]([O:6][C:7]1[CH:8]=[CH:9][C:10]([CH2:29][OH:30])=[CH:11][C:12]=1[C@@H:13]([C:23]1[CH:28]=[CH:27][CH:26]=[CH:25][CH:24]=1)[CH2:14][CH2:15][N:16]([CH:20]([CH3:21])[CH3:22])[CH:17]([CH3:18])[CH3:19])=[O:5])[CH3:1].[CH:32](/[C:31]([OH:38])=[O:37])=[CH:33]\[C:34]([OH:36])=[O:35] |f:4.5|. Solvent: C(C)C(=O)C (methyl ethyl ketone). Yields the product CC(C)C(=O)OC=1C=CC(=CC1[C@H](CCN(C(C)C)C(C)C)C=2C=CC=CC2)CO.C(=C/C(=O)O)\C(=O)O (Fesoterodine Fumarate). Starting materials: CC(C)C(=O)OC=1C=CC(=CC1[C@H](CCN(C(C)C)C(C)C)C=2C=CC=CC2)CO (Fesoterodine), C(\C=C\C(=O)O)(=O)O (fumaric acid), C1CCCCC1 (cyclohexane). Procedure details: A solution of 42 g Fesoterodine in 90 ml methyl ethyl ketone was stirred with 12 g fumaric acid at 80° C. for 1 hour. This was followed by the slow addition of 30 ml cyclohexane under stirring and further stirred for 1 hour at 80° C. The solution was cooled slowly to 25° C. to 30° C. and stirred for 6 hours at the same temperature. The solution was further cooled at 0° C. to 50° C. C and stirred for overnight. The separated solid was filtered and washed with mixture of cyclohexane and methyl eth... Reactants: CC(C)([O-])C.[K+] (potassium tert-butoxide), OC1=C(OC(=C1)C)C(=O)OCC (ethyl 3-hydroxy-5-methyl-2-furancarboxylate), O (water), BrC(C)C (2-bromopropane). Solvent: CS(=O)C (dimethyl sulfoxide), CS(=O)C (dimethyl sulfoxide). Reaction conditions: time 1 hour. The product is CC1=CC(=C(O1)C(=O)OCC)OC(C)C (ethyl 5-methyl-3-isopropoxy-2-furancarboxylate). Yield: 67.9%. Reaction SMILES: [CH3:1][C:2](C)([O-])[CH3:3].[K+].[OH:7][C:8]1[CH:12]=[C:11]([CH3:13])[O:10][C:9]=1[C:14]([O:16][CH2:17][CH3:18])=[O:15].BrC(C)C.O>CS(C)=O>[CH3:13][C:11]1[O:10][C:9]([C:14]([O:16][CH2:17][CH3:18])=[O:15])=[C:8]([O:7][CH:2]([CH3:3])[CH3:1])[CH:12]=1 |f:0.1|. Procedure: A solution of 1.6 g (14.3 mmol, 1.2 equiv) of potassium tert-butoxide in 11 mL of dimethyl sulfoxide is added to a solution of 2.0 g (11.8 mmol) of ethyl 3-hydroxy-5-methyl-2-furancarboxylate (Takei, H. and Mukaiyama, T., Bull. Soc. Chem. Jpn., 43, 3607 (1970)) in 40 mL of dimethyl sulfoxide under a nitrogen atmosphere. The resulting solution is stirred at room temperature for 1 hour and treated with 5.9 g (47.9 mmol, 4.1 equiv) of 2-bromopropane. The reaction is stirred at room temperature for ...